Dataset: the Open Reaction Database (ORD), a public repository of structured organic reaction records. Task: describe an organic reaction: reactants, conditions, products, and yield Reactants: CC(=O)OC(C)=O, CCOC(C)=O, CC(COCCO)C(=O)c1ccc(Cc2cccnc2)cc1, c1ccncc1. Product: CC(=O)OCCOCC(C)C(=O)c1ccc(Cc2cccnc2)cc1. RXN SMILES: [CH3:23][C:24](=[O:25])[O:26][C:27](=[O:28])[CH3:29].[CH3:36][CH2:37][O:38][C:39](=[O:40])[CH3:41].[OH:1][CH2:2][CH2:3][O:4][CH2:5][CH:6]([C:7](=[O:8])[c:9]1[cH:10][cH:11][c:12]([CH2:13][c:14]2[cH:15][n:16][cH:17][cH:18][cH:19]2)[cH:20][cH:21]1)[CH3:22].[cH:30]1[cH:31][cH:32][n:33][cH:34][cH:35]1>>[O:1]([CH2:2][CH2:3][O:4][CH2:5][CH:6]([C:7](=[O:8])[c:9]1[cH:10][cH:11][c:12]([CH2:13][c:14]2[cH:15][n:16][cH:17][cH:18][cH:19]2)[cH:20][cH:21]1)[CH3:22])[C:24]([CH3:23])=[O:25]. Starting materials: N1C=C(C2=CC=CC=C12)CC1(CC(=NO1)C(=O)OCC)C(=O)OCC (diethyl 5-(RS)-(3-indolylmethyl)-4,5-dihydroisoxazole-3,5-dicarboxylate), O.[OH-].[Li+] (lithium hydroxide monohydrate). Run in C(C)O (ethanol), O (water). Reaction conditions: time 1 hour. Product: N1C=C(C2=CC=CC=C12)CC1(CC(=NO1)C(=O)O)C(=O)O (5-(RS)-(3-indolylmethyl)-4,5-dihydroisoxazole-3,5-dicarboxylic acid). RXN SMILES: [NH:1]1[C:9]2[C:4](=[CH:5][CH:6]=[CH:7][CH:8]=2)[C:3]([CH2:10][C:11]2([C:21]([O:23]CC)=[O:22])[O:15][N:14]=[C:13]([C:16]([O:18]CC)=[O:17])[CH2:12]2)=[CH:2]1.O.[OH-].[Li+]>C(O)C.O>[NH:1]1[C:9]2[C:4](=[CH:5][CH:6]=[CH:7][CH:8]=2)[C:3]([CH2:10][C:11]2([C:21]([OH:23])=[O:22])[O:15][N:14]=[C:13]([C:16]([OH:18])=[O:17])[CH2:12]2)=[CH:2]1 |f:1.2.3|. Procedure details: 1.03 g (3.0 mmols) of diethyl 5-(RS)-(3-indolylmethyl)-4,5-dihydroisoxazole-3,5-dicarboxylate was dissolved in a mixed solvent of 16 ml of ethanol and 4 ml of water. 290 mg (6.9 mmols) of lithium hydroxide monohydrate was added thereto, and the mixture was stirred at room temperature for 1 hour. The reaction solution was concentrated to a volume of ⅓ or so under reduced pressure, and 15 ml of water and 1N hydrochloric acid were added to adjust the reaction solution to a pH of from 1 to 2. The re... The reactants are C1(=CC=CC=C1)C1(CCNCC1)COC(C)C=1C=C(C=C2C(=NNC12)C#N)C(F)(F)F ((±)-7-(1-((4-Phenylpiperidin-4-yl)methoxy)ethyl)-5-(trifluoromethyl)-1H-indazole-3-carbonitrile), C=O (formaldehyde), C(#N)[BH3-].[Na+] (sodium cyanoborohydride). The reagents and catalysts are C(C)(=O)O (acetic acid). Run in C(C)#N (acetonitrile). Run at temperature 0 celsius, time 1 hour. Yields the product CN1CCC(CC1)(C1=CC=CC=C1)COC(C)C=1C=C(C=C2C(=NNC12)C#N)C(F)(F)F ((±)-7-(1-((1-methyl-4-phenylpiperidin-4-yl)methoxy)ethyl)-5-(trifluoromethyl)-1H-indazole-3-carbonitrile). As a reaction SMILES: [C:1]1([C:7]2([CH2:13][O:14][CH:15]([C:17]3[CH:18]=[C:19]([C:28]([F:31])([F:30])[F:29])[CH:20]=[C:21]4[C:25]=3[NH:24][N:23]=[C:22]4[C:26]#[N:27])[CH3:16])[CH2:12][CH2:11][NH:10][CH2:9][CH2:8]2)[CH:6]=[CH:5][CH:4]=[CH:3][CH:2]=1.C=O.[C:34]([BH3-])#N.[Na+]>C(#N)C.C(O)(=O)C>[CH3:34][N:10]1[CH2:11][CH2:12][C:7]([CH2:13][O:14][CH:15]([C:17]2[CH:18]=[C:19]([C:28]([F:29])([F:30])[F:31])[CH:20]=[C:21]3[C:25]=2[NH:24][N:23]=[C:22]3[C:26]#[N:27])[CH3:16])([C:1]2[CH:2]=[CH:3][CH:4]=[CH:5][CH:6]=2)[CH2:8][CH2:9]1 |f:2.3|. Reported procedure: (±)-7-(1-((4-Phenylpiperidin-4-yl)methoxy)ethyl)-5-(trifluoromethyl)-1H-indazole-3-carbonitrile (24 mg, 0.06 mmol) and formaldehyde (37 wt. % solution in water, 77 μL) were combined in acetonitrile (2 mL) and cooled to 0° C. The reaction was treated with sodium cyanoborohydride (18 g, 0.28 mmol) and a few drops of acetic acid. The reaction was stirred at 0° C. for 30 min and at room temperature for 1 h. The solvent was removed in vacuo and the resulting crude mixture passed through a strong cati... Reactants: C(C1=CC=CC=C1)N1C(=C(C2=CC=C(C=C12)Cl)SC=1C=C(C=CC1)CO)C ([3-(1-Benzyl-6-chloro-2-methyl-1H-indol-3-ylsulfanyl)-phenyl]-methanol), C[N+]1(CCOCC1)[O-] (4-methylmorpholine N-oxide). The reagents and catalysts are [Ru](=O)(=O)(=O)[O-].C(CC)[N+](CCC)(CCC)CCC (tetrapropylammonium perruthenate). Run in C(Cl)Cl.C(C)#N (DCM ACN). Product: C(C1=CC=CC=C1)N1C(=C(C2=CC=C(C=C12)Cl)SC=1C=C(C=O)C=CC1)C (3-(1-Benzyl-6-chloro-2-methyl-1H-indol-3-ylsulfanyl)-benzaldehyde). Reaction SMILES: [CH2:1]([N:8]1[C:16]2[C:11](=[CH:12][CH:13]=[C:14]([Cl:17])[CH:15]=2)[C:10]([S:18][C:19]2[CH:20]=[C:21]([CH2:25][OH:26])[CH:22]=[CH:23][CH:24]=2)=[C:9]1[CH3:27])[C:2]1[CH:7]=[CH:6][CH:5]=[CH:4][CH:3]=1.C[N+]1([O-])CCOCC1>C(Cl)Cl.C(#N)C.[Ru]([O-])(=O)(=O)=O.C([N+](CCC)(CCC)CCC)CC>[CH2:1]([N:8]1[C:16]2[C:11](=[CH:12][CH:13]=[C:14]([Cl:17])[CH:15]=2)[C:10]([S:18][C:19]2[CH:20]=[C:21]([CH:22]=[CH:23][CH:24]=2)[CH:25]=[O:26])=[C:9]1[CH3:27])[C:2]1[CH:3]=[CH:4][CH:5]=[CH:6][CH:7]=1 |f:2.3,4.5|. Reported procedure: [3-(1-Benzyl-6-chloro-2-methyl-1H-indol-3-ylsulfanyl)-phenyl]-methanol (0.750 g, 1.9 mmol) was dissolved in DCM:ACN (9:1, 20 mL) then 4-methylmorpholine N-oxide (0.334 g, 2.85 mmol) and tetrapropylammonium perruthenate (0.067 g, 0.19 mmol) were added. After 30 minutes the reaction mixture was concentrated and loaded directly onto a silica gel column. Silica gel chromatography (0-30% EtOAc in hexanes) provided the title compound. Starting materials: C([O-])([O-])=O.[K+].[K+] (Potassium carbonate), C1(=C(C(=CC(=C1)C)C)S(=O)(=O)ON)C (O-mesitylenesulfonylhydroxylamine), C(C)(C)(C)[SiH2]OC(C1=CC(=NC=C1)C#CC)(C1=CC=CC=C1)C1=CC=CC=C1 (4-(tert-butyl-diphenyl-silanyloxymethyl)-2-prop-1-ynyl-pyridine). Solvent: O (water), C(Cl)(Cl)Cl (chloroform), C(Cl)(Cl)Cl (chloroform). Run at time 8 hour. Product: C(C)(C)(C)[SiH2]OC(C1=CC=2N(C=C1)N=C(C2)C)(C2=CC=CC=C2)C2=CC=CC=C2 (5-(tert-Butyl-diphenyl-silanyloxymethyl)-2-methyl-pyrazolo[1,5-a]pyridine). Yield: 42.0%. As a reaction SMILES: C1(C)C=C(C)C=C(C)C=1S(O[NH2:13])(=O)=O.[C:15]([SiH2:19][O:20][C:21]([C:37]1[CH:42]=[CH:41][CH:40]=[CH:39][CH:38]=1)([C:31]1[CH:36]=[CH:35][CH:34]=[CH:33][CH:32]=1)[C:22]1[CH:27]=[CH:26][N:25]=[C:24]([C:28]#[C:29][CH3:30])[CH:23]=1)([CH3:18])([CH3:17])[CH3:16].C(=O)([O-])[O-].[K+].[K+]>C(Cl)(Cl)Cl.O>[C:15]([SiH2:19][O:20][C:21]([C:31]1[CH:36]=[CH:35][CH:34]=[CH:33][CH:32]=1)([C:37]1[CH:38]=[CH:39][CH:40]=[CH:41][CH:42]=1)[C:22]1[CH:27]=[CH:26][N:25]2[N:13]=[C:29]([CH3:30])[CH:28]=[C:24]2[CH:23]=1)([CH3:16])([CH3:17])[CH3:18] |f:2.3.4|. Procedure details: A solution of O-mesitylenesulfonylhydroxylamine (18.6 g, 77.8 mmol, 5.0 equiv) in chloroform (50 ml) is added at 0-10° C. to a solution of 4-(tert-butyl-diphenyl-silanyloxymethyl)-2-prop-1-ynyl-pyridine in chloroform (50 ml). The resulting mixture is stirred at room temperature overnight. The solvent is removed in vacuo, and N,N-dimethylformamide (50 ml) is added to the residue. Potassium carbonate (4.30 g, 31.1 mmol, 2.0 equiv) is added, and the mixture is stirred at room temperature for 2 hour... Starting materials: C(C)(=O)OC(C)=O (Acetic anhydride), ice, [C@@H]1([C@H](O)[C@H](O)[C@H](O1)CO)C=1SC=C(N1)C(=O)N (2-β-D-Ribofuranosylthiazole-4-Carboxamide). The solvent is N1=CC=CC=C1 (pyridine). Run at time 17 hour. The product is C(C)(=O)O[C@H]1[C@@H](O[C@@H]([C@H]1OC(C)=O)COC(C)=O)C=1SC=C(N1)C(=O)N (2-(2,3,5-Tri-O-Acetyl-β-D-Ribofuranosyl)thiazole-4-Carboxamide). The yield is 90.0%. As a reaction SMILES: C(O[C:5](=[O:7])[CH3:6])(=O)C.[C@@H:8]1([C:17]2[S:18][CH:19]=[C:20]([C:22]([NH2:24])=[O:23])[N:21]=2)[O:14][C@H:13]([CH2:15][OH:16])[C@@H:11]([OH:12])[C@H:9]1[OH:10]>N1C=CC=CC=1>[C:9]([O:10][C@@H:9]1[C@H:11]([O:12][C:11](=[O:12])[CH3:13])[C@@H:13]([CH2:15][O:16][C:5](=[O:7])[CH3:6])[O:14][C@H:8]1[C:17]1[S:18][CH:19]=[C:20]([C:22]([NH2:24])=[O:23])[N:21]=1)(=[O:10])[CH3:8]. Procedure: Acetic anhydride (2.0 ml) was added to an ice-cold solution of compound 1 (1.04 g, 4 mmol) in anhydrous pyridine (16 ml) and the reaction solution was stirred at room temperature for 17 h. The solvent was evaporated in vacuo, the residue was dissolved in ethyl acetate, and the solution was washed with water and dried (MgSO4). The ethyl acetate portion was evaporated in vacuo and the residue thus obtained was crystalized from water to provide 1.4 g (90%) of compound 2 as white needles; mp 103° C....